From a dataset of the Open Reaction Database (ORD), a public repository of structured organic reaction records. describe an organic reaction: reactants, conditions, products, and yield Starting materials: BrC1=C2C=NNC2=CC=C1 (4-bromo-1H-indazole), CC=1C=CC(=CC1)S(=O)(=O)O.O (p-TsOH.H2O), O1CCCC=C1 (3,4-dihydro-2H-pyran). Solvent: C1CCOC1 (THF). Product: BrC1=C2C=NN(C2=CC=C1)C1OCCCC1 (4-bromo-1-(tetrahydro-2H-pyran-2-yl)-1H-indazole). Isolated yield 80.1%. RXN SMILES: [Br:1][C:2]1[CH:10]=[CH:9][CH:8]=[C:7]2[C:3]=1[CH:4]=[N:5][NH:6]2.CC1C=CC(S(O)(=O)=O)=CC=1.O.[O:23]1[CH:28]=[CH:27][CH2:26][CH2:25][CH2:24]1>C1COCC1>[Br:1][C:2]1[CH:10]=[CH:9][CH:8]=[C:7]2[C:3]=1[CH:4]=[N:5][N:6]2[CH:24]1[CH2:25][CH2:26][CH2:27][CH2:28][O:23]1 |f:1.2|. Reported procedure: A mixture of 4-bromo-1H-indazole (0.5 g, 2.53 mmol), p-TsOH.H2O (50 mg, 0.25 mmol), and 3,4-dihydro-2H-pyran (0.64 g, 7.61 mmol) in THF (20 mL) was degassed then heated to reflux overnight. After the solvent was removed, the residue was partitioned between DCM (300 mL) and water (50 mL). The organic layer was separated, dried (MgSO4), filtered and concentrated. The crude residue was purified by SiO2 chromatography eluting with a DCM/MeOH gradient (0.5 to 1% MeOH) to afford 570 mg (81%) of 4-brom...